Dataset: the Open Reaction Database (ORD), a public repository of structured organic reaction records. Task: describe an organic reaction: reactants, conditions, products, and yield The reactants are C(C)OC(C1=CC=C(C=C1)N)=O (4-amino-benzoic acid ethyl ester), BrC=1C=C(C=O)C=CC1F (3-bromo-4-fluoro-benzaldehyde). Solvent: C(C)O (ethanol). The product is C(C)OC(C1=CC=C(C=C1)N=CC1=CC(=C(C=C1)F)Br)=O (4-{[1-(3-bromo-4-fluoro-phenyl)-methylidene]-amino}-benzoic acid ethyl ester). The yield is 45.7%. As a reaction SMILES: [CH2:1]([O:3][C:4](=[O:12])[C:5]1[CH:10]=[CH:9][C:8]([NH2:11])=[CH:7][CH:6]=1)[CH3:2].[Br:13][C:14]1[CH:15]=[C:16]([CH:19]=[CH:20][C:21]=1[F:22])[CH:17]=O>C(O)C>[CH2:1]([O:3][C:4](=[O:12])[C:5]1[CH:10]=[CH:9][C:8]([N:11]=[CH:17][C:16]2[CH:19]=[CH:20][C:21]([F:22])=[C:14]([Br:13])[CH:15]=2)=[CH:7][CH:6]=1)[CH3:2]. Procedure: A mixture of 4-amino-benzoic acid ethyl ester (1.65 g, 10 mmol) and 3-bromo-4-fluoro-benzaldehyde (2.03 g, 10 mmol) in ethanol (100 mL) was heated to reflux for 2 hours. Then the reaction mixture cooled to room temperature. The solvent was removed in vacuo and the residue was washed with ether to afford 4-{[1-(3-bromo-4-fluoro-phenyl)-methylidene]-amino}-benzoic acid ethyl ester (1.6 g, 46%) as a white solid: LC/MS m/e calcd for C16H13BrCFNO2 M+: 350.2, observed: 350.2, 352.2. Starting materials: [Al+3], CC(=O)Nc1cc(Nc2cc(N(C)C)nc(N3CCN(Cc4ccccc4)CC3)n2)ccc1C, [H-], [H-], [H-], [H-], [Li+], C1CCOC1. The product is CCNc1cc(Nc2cc(N(C)C)nc(N3CCN(Cc4ccccc4)CC3)n2)ccc1C. RXN SMILES: [Al+3:36].[CH2:1]([c:2]1[cH:3][cH:4][cH:5][cH:6][cH:7]1)[N:8]1[CH2:9][CH2:10][N:11]([c:14]2[n:15][c:16]([N:32]([CH3:33])[CH3:34])[cH:17][c:18]([NH:20][c:21]3[cH:22][cH:23][c:24]([CH3:31])[c:25]([NH:27][C:28]([CH3:29])=[O:30])[cH:26]3)[n:19]2)[CH2:12][CH2:13]1.[H-:35].[H-:38].[H-:39].[H-:40].[Li+:37].[O:41]1[CH2:42][CH2:43][CH2:44][CH2:45]1>>[CH2:1]([c:2]1[cH:3][cH:4][cH:5][cH:6][cH:7]1)[N:8]1[CH2:9][CH2:10][N:11]([c:14]2[n:15][c:16]([N:32]([CH3:33])[CH3:34])[cH:17][c:18]([NH:20][c:21]3[cH:22][cH:23][c:24]([CH3:31])[c:25]([NH:27][CH2:28][CH3:29])[cH:26]3)[n:19]2)[CH2:12][CH2:13]1. Starting materials: carboxylic acid esters, carboxylic acid ester, C(C=CC1=CC=CC=C1)O (cinnamyl alcohol), alcohols, C(C)(=O)OCC=CC1=CC=CC=C1 (cinnamyl acetate). The solvent is O (water). Yields the product C(C=CC1=CC=CC=C1)OCC=CC1=CC=CC=C1 (dicinnamyl ether). Reaction SMILES: [C:1]([O:4][CH2:5][CH:6]=[CH:7][C:8]1[CH:13]=[CH:12][CH:11]=[CH:10][CH:9]=1)(=O)[CH3:2].C(O)C=[CH:16][C:17]1[CH:22]=[CH:21][CH:20]=[CH:19][CH:18]=1>O>[CH2:1]([O:4][CH2:5][CH:6]=[CH:7][C:8]1[CH:13]=[CH:12][CH:11]=[CH:10][CH:9]=1)[CH:2]=[CH:16][C:17]1[CH:22]=[CH:21][CH:20]=[CH:19][CH:18]=1. Reported procedure: As apparent from Table 4, it is found that the carboxylic acid esters, each of which produces a water-soluble carboxylic acid by hydrolysis, are hydrolyzed with a high efficiency, and alcohols can be obtained with a high yield. In addition, in a hydrolysis reaction shown in the bottom portion of Table 4 in which cinnamyl acetate is used as the carboxylic acid ester, since cinnamyl alcohol, which is a reaction product, may be dimerized to form dicinnamyl ether as a by-product in some cases, a rea... Starting materials: CC(C)(C)ONC(=O)C1(C)COCCC1NS(=O)(=O)c1ccc(OCc2ccccc2)cc1, CCOC(C)=O. Yields the product CC(C)(C)ONC(=O)C1(C)COCCC1NS(=O)(=O)c1ccc(O)cc1. Reaction SMILES: [CH2:1]([c:2]1[cH:3][cH:4][cH:5][cH:6][cH:7]1)[O:8][c:9]1[cH:10][cH:11][c:12]([S:15](=[O:16])(=[O:17])[NH:18][CH:19]2[C:20]([C:25](=[O:26])[NH:27][O:28][C:29]([CH3:30])([CH3:31])[CH3:32])([CH3:33])[CH2:21][O:22][CH2:23][CH2:24]2)[cH:13][cH:14]1.[CH3:34][CH2:35][O:36][C:37](=[O:38])[CH3:39]>>[OH:8][c:9]1[cH:10][cH:11][c:12]([S:15](=[O:16])(=[O:17])[NH:18][CH:19]2[C:20]([C:25](=[O:26])[NH:27][O:28][C:29]([CH3:30])([CH3:31])[CH3:32])([CH3:33])[CH2:21][O:22][CH2:23][CH2:24]2)[cH:13][cH:14]1. The reactants are ClC=1C=C2C(C(=O)OC2=O)=CC1 (4-chloro phthalic anhydride), Cl.COC(C1=CC=C(C=C1)CN)=O (4-(aminomethyl)benzoic acid methyl ester hydrochloride). Product: COC(=O)C=1N(C(C2=CC=C(C=C2C1O)Cl)=O)CC1=CC=C(C=C1)C(=O)OC (6-chloro-4-hydroxy-2-(4-methoxycarbonylbenzyl)-1-oxo-1,2-dihydroisoquinoline-3-carboxylic acid methyl ester). As a reaction SMILES: [Cl:1][C:2]1[CH:3]=[C:4]2[C:9](=[O:10])[O:8][C:6](=O)[C:5]2=[CH:11][CH:12]=1.Cl.[CH3:14][O:15][C:16](=[O:25])[C:17]1[CH:22]=[CH:21][C:20]([CH2:23][NH2:24])=[CH:19][CH:18]=1>>[CH3:6][O:8][C:9]([C:4]1[N:24]([CH2:23][C:20]2[CH:21]=[CH:22][C:17]([C:16]([O:15][CH3:14])=[O:25])=[CH:18][CH:19]=2)[C:6](=[O:8])[C:5]2[C:4]([C:9]=1[OH:10])=[CH:3][C:2]([Cl:1])=[CH:12][CH:11]=2)=[O:10] |f:1.2|. Procedure: The present compound was synthesized according to the method shown in Reference Example 8 and using 4-chloro phthalic anhydride and 4-(aminomethyl)benzoic acid methyl ester hydrochloride. Reactants: O=C(O)c1cccc(Oc2ccc(Cl)cc2[N+](=O)[O-])c1, O=C(Cl)C(=O)Cl, CN(C)C=O. Product: O=C(Cl)c1cccc(Oc2ccc(Cl)cc2[N+](=O)[O-])c1. As a reaction SMILES: [Cl:1][c:2]1[cH:3][c:4]([N+:18](=[O:19])[O-:20])[c:5]([O:6][c:7]2[cH:8][c:9]([C:10](=[O:11])[OH:12])[cH:13][cH:14][cH:15]2)[cH:16][cH:17]1.[Cl:21][C:22]([C:23]([Cl:24])=[O:25])=[O:26].[O:27]=[CH:28][N:29]([CH3:30])[CH3:31]>>[Cl:1][c:2]1[cH:3][c:4]([N+:18](=[O:19])[O-:20])[c:5]([O:6][c:7]2[cH:8][c:9]([C:10](=[O:11])[Cl:21])[cH:13][cH:14][cH:15]2)[cH:16][cH:17]1.